Dataset: the Open Reaction Database (ORD), a public repository of structured organic reaction records. Task: describe an organic reaction: reactants, conditions, products, and yield The reagents and catalysts are solution. Run in C(C)OCC (diethyl ether). RXN SMILES: [CH3:1][O:2][CH:3]([O:10][CH3:11])[CH2:4][NH:5][C:6](=[O:9])[CH2:7][Cl:8].C(O)CO.C1(C)C=CC(S(O)(=O)=O)=CC=1>C(OCC)C>[O:10]1[CH2:11][CH2:1][O:2][CH:3]1[CH2:4][NH:5][C:6](=[O:9])[CH2:7][Cl:8]. The reactants are COC(CNC(CCl)=O)OC (N-(2,2-Dimethoxyethyl)-2-chloroacetamide), C(CO)O (ethylene glycol), C1(=CC=C(C=C1)S(=O)(=O)O)C (p-toluenesulfonic acid). Product: O1C(OCC1)CNC(CCl)=O (N-(1,3-DIOXOLAN-2-YLMETHYL)-2-CHLOROACETAMIDE). Procedure details: N-(2,2-Dimethoxyethyl)-2-chloroacetamide (18.1 grams; 0.10 mole) ethylene glycol (6.82 grams; 0.11 mole) and 10 drops of a solution of one gram of p-toluenesulfonic acid in 100 ml of diethyl ether were charged into a glass reaction vessel fitted with a mechanical stirrer, thermometer, distillation head and condenser. The mixture was stirred and heated to about 95° C. to 100° C. Byproduct methanol was distilled off. When no further methanol was evolved, the mixture was cooled to room temperature,... Starting materials: CCOC(=O)C(C)CC(Cc1ccc(-c2cccc(Cl)c2)cc1)N=C=O, CCN(C(C)C)C(C)C, CC(C)(C)OC(=O)CN, CN(C)C=O. Yields the product CCOC(=O)C(C)CC(Cc1ccc(-c2cccc(Cl)c2)cc1)NC(=O)NCC(=O)OC(C)(C)C. Reaction SMILES: [CH2:19]([CH3:20])[O:21][C:22]([CH:23]([CH2:24][CH:25]([CH2:26][c:27]1[cH:28][cH:29][c:30](-[c:33]2[cH:34][c:35]([Cl:39])[cH:36][cH:37][cH:38]2)[cH:31][cH:32]1)[N:40]=[C:41]=[O:42])[CH3:43])=[O:44].[CH:10]([N:11]([CH2:12][CH3:13])[CH:14]([CH3:15])[CH3:16])([CH3:17])[CH3:18].[NH2:1][CH2:2][C:3](=[O:4])[O:5][C:6]([CH3:7])([CH3:8])[CH3:9].[O:45]=[CH:46][N:47]([CH3:48])[CH3:49]>>[NH:1]([CH2:2][C:3](=[O:4])[O:5][C:6]([CH3:7])([CH3:8])[CH3:9])[C:41]([NH:40][CH:25]([CH2:24][CH:23]([C:22]([O:21][CH2:19][CH3:20])=[O:44])[CH3:43])[CH2:26][c:27]1[cH:28][cH:29][c:30](-[c:33]2[cH:34][c:35]([Cl:39])[cH:36][cH:37][cH:38]2)[cH:31][cH:32]1)=[O:42]. The reactants are CN(C)c1ccncc1, ClCCl, OCC12CCC(c3ccccc3)(CC1)CC2, Cc1ccc(S(=O)(=O)Cl)cc1, c1ccncc1. Yields the product Cc1ccc(S(=O)(=O)OCC23CCC(c4ccccc4)(CC2)CC3)cc1. Reaction SMILES: [CH3:37][N:38]([CH3:39])[c:40]1[cH:41][cH:42][n:43][cH:44][cH:45]1.[Cl:34][CH2:35][Cl:36].[c:18]1([C:24]23[CH2:25][CH2:26][C:27]([CH2:32][OH:33])([CH2:28][CH2:29]2)[CH2:30][CH2:31]3)[cH:19][cH:20][cH:21][cH:22][cH:23]1.[c:7]1([CH3:17])[cH:8][cH:9][c:10]([S:13](=[O:14])(=[O:15])[Cl:16])[cH:11][cH:12]1.[cH:1]1[cH:2][cH:3][n:4][cH:5][cH:6]1>>[c:7]1([CH3:17])[cH:8][cH:9][c:10]([S:13](=[O:14])(=[O:15])[O:33][CH2:32][C:27]23[CH2:26][CH2:25][C:24]([c:18]4[cH:19][cH:20][cH:21][cH:22][cH:23]4)([CH2:29][CH2:28]2)[CH2:31][CH2:30]3)[cH:11][cH:12]1. Reaction SMILES: [C:1]([C:5]1[CH:9]=[C:8]([NH2:10])[N:7]([C:11]2[CH:20]=[C:19]([CH2:21]Cl)[C:18]3[C:13](=[CH:14][CH:15]=[CH:16][CH:17]=3)[CH:12]=2)[N:6]=1)([CH3:4])([CH3:3])[CH3:2].[N-:23]=[N+:24]=[N-:25].[Na+]>CN(C=O)C>[N:23]([CH2:21][C:19]1[C:18]2[C:13](=[CH:14][CH:15]=[CH:16][CH:17]=2)[CH:12]=[C:11]([N:7]2[C:8]([NH2:10])=[CH:9][C:5]([C:1]([CH3:4])([CH3:3])[CH3:2])=[N:6]2)[CH:20]=1)=[N+:24]=[N-:25] |f:1.2|. Procedure details: To a solution of 3-t-butyl-1-[4-(chloromethyl)naphthalen-2-yl]-1H-pyrazol-5-amine (1.5 g, 4.8 mmol) in DMF (8 mL) was added NaN3 (325 mg, 5.0 mmol). The mixture was stirred at RT overnight, then poured into ice-H2O and extracted with EtOAc (3×100 mL). The combined organic extracts were washed with brine, dried (Na2SO4), filtered, concentrated and purified via column chromatography to afford 1-[4-(azidomethyl)naphthalen-2-yl]-3-t-butyl-1H-pyrazol-5-amine (1.35 g, 88% yield). 1H NMR (300 MHz, DMSO... Reaction conditions: time 8 hour. The reactants are C(C)(C)(C)C1=NN(C(=C1)N)C1=CC2=CC=CC=C2C(=C1)CCl (3-t-butyl-1-[4-(chloromethyl)naphthalen-2-yl]-1H-pyrazol-5-amine), [N-]=[N+]=[N-].[Na+] (NaN3), ice H2O. The product is N(=[N+]=[N-])CC1=CC(=CC2=CC=CC=C12)N1N=C(C=C1N)C(C)(C)C (1-[4-(azidomethyl)naphthalen-2-yl]-3-t-butyl-1H-pyrazol-5-amine). Isolated yield 87.8%. Solvent: CN(C)C=O (DMF). The reactants are C1(=CC=CC=C1)OC1=C(C(C(C1(F)F)(F)F)(F)F)Cl (2-chloro-3,3,4,4,5,5-hexafluorocyclopentenyl phenyl ether), Cl (HCl), [H][H] (hydrogen). The reagents and catalysts are [Pd] (palladium/charcoal). The product is C1(CCCCC1)OC1C(C(C(C1)(F)F)(F)F)(F)F (2,2,3,3,4,4-hexafluorocyclopentyl cyclohexyl ether). RXN SMILES: [C:1]1([O:7][C:8]2[C:12]([F:14])([F:13])[C:11]([F:16])([F:15])[C:10]([F:18])([F:17])[C:9]=2Cl)[CH:6]=[CH:5][CH:4]=[CH:3][CH:2]=1.Cl.[H][H]>[Pd]>[CH:1]1([O:7][CH:8]2[CH2:9][C:10]([F:17])([F:18])[C:11]([F:15])([F:16])[C:12]2([F:13])[F:14])[CH2:2][CH2:3][CH2:4][CH2:5][CH2:6]1. Reported procedure: In a 1.3 l autoclave, 605 g (2 mol) of 2-chloro-3,3,4,4,5,5-hexafluorocyclopentenyl phenyl ether (from Step 1) are suspended in 500 ml of pH 9 buffer (bora/HCl), and the mixture is hydrogenated at 70°-80° C. with 80 bar hydrogen, using 50 g of palladium/charcoal. The catalyst is filtered off, and the filtrate is extracted with dichloromethane. Distillation gives 2,2,3,3,4,4-hexafluorocyclopentyl cyclohexyl ether. Procedure details: In 20 ml of chloroform was dissolved 2.19 g (10 mmol) of N-benzoyl-4-hydroxymethylpiperidine (C) and to the resulting solution was added 2.08 g (10 mmol) of phosphorus pentachloride. The resulting mixture was stirred at room temperature for 1 hour. After the completion of the reaction, thereto was added 20 ml of chloroform and the resulting mixture was poured into 50 ml of iced water to separate an organic layer. The organic layer was washed with 50 ml of a saturated aqueous solution of sodium h... The yield is 55.9%. Reaction SMILES: [C:1]([N:9]1[CH2:14][CH2:13][CH:12]([CH2:15]O)[CH2:11][CH2:10]1)(=[O:8])[C:2]1[CH:7]=[CH:6][CH:5]=[CH:4][CH:3]=1.P(Cl)(Cl)(Cl)(Cl)[Cl:18].O>C(Cl)(Cl)Cl>[C:1]([N:9]1[CH2:14][CH2:13][CH:12]([CH2:15][Cl:18])[CH2:11][CH2:10]1)(=[O:8])[C:2]1[CH:7]=[CH:6][CH:5]=[CH:4][CH:3]=1. Run at time 1 hour. Reactants: C(C1=CC=CC=C1)(=O)N1CCC(CC1)CO (N-benzoyl-4-hydroxymethylpiperidine), P(Cl)(Cl)(Cl)(Cl)Cl (phosphorus pentachloride), O (water). Solvent: C(Cl)(Cl)Cl (chloroform), C(Cl)(Cl)Cl (chloroform). Product: C(C1=CC=CC=C1)(=O)N1CCC(CC1)CCl (N-benzoyl-4-chloromethylpiperidine). Starting materials: C1(CCCCC1)N(C(=O)NC=1SC(=CN1)SC#N)[C@@H]1CN(CC1)C(C)=O (1-cyclohexyl-3-(5-thiocyanato-thiazol-2-yl)-1-[1-(acetyl)-pyrrolidin-3(S)-yl]-urea), SC[C@H](O)[C@H](O)CS (dithioerythritol), ClCCN1CCOCC1 (N-(2-chloroethyl)morpholine). The product is C(C)(=O)N1C[C@H](CC1)N(C(=O)NC=1SC(=CN1)SCCN1CCOCC1)C1CCCCC1 (1-(1-Acetyl-pyrrolidin-3(S)-yl)-1-cyclohexyl-3-[5-(2-morpholin-4-yl-ethylsulfanyl)-thiazol-2-yl]-urea). RXN SMILES: [CH:1]1([N:7]([C@H:19]2[CH2:23][CH2:22][N:21]([C:24](=[O:26])[CH3:25])[CH2:20]2)[C:8]([NH:10][C:11]2[S:12][C:13]([S:16]C#N)=[CH:14][N:15]=2)=[O:9])[CH2:6][CH2:5][CH2:4][CH2:3][CH2:2]1.SC[C@@H]([C@@H](CS)O)O.Cl[CH2:36][CH2:37][N:38]1[CH2:43][CH2:42][O:41][CH2:40][CH2:39]1>>[C:24]([N:21]1[CH2:22][CH2:23][C@H:19]([N:7]([CH:1]2[CH2:2][CH2:3][CH2:4][CH2:5][CH2:6]2)[C:8]([NH:10][C:11]2[S:12][C:13]([S:16][CH2:36][CH2:37][N:38]3[CH2:43][CH2:42][O:41][CH2:40][CH2:39]3)=[CH:14][N:15]=2)=[O:9])[CH2:20]1)(=[O:26])[CH3:25]. Procedure: Prepared as described in general procedure (H) using 1-cyclohexyl-3-(5-thiocyanato-thiazol-2-yl)-1-[1-(acetyl)-pyrrolidin-3(S)-yl]-urea, dithioerythritol and N-(2-chloroethyl)morpholine